Dataset: the Open Reaction Database (ORD), a public repository of structured organic reaction records. Task: describe an organic reaction: reactants, conditions, products, and yield Reactants: CCONC(=O)C(O)C(Cc1ccccc1)NC(=O)C1CCC(=O)N1Cc1ccccc1, CS(C)=O, ClCCl, O=C(O)c1ccccc1I(=O)=O, [Na+], O=C([O-])O, O. Product: CCONC(=O)C(=O)C(Cc1ccccc1)NC(=O)C1CCC(=O)N1Cc1ccccc1. RXN SMILES: [CH2:13]([c:14]1[cH:15][cH:16][cH:17][cH:18][cH:19]1)[N:20]1[CH:21]([C:26](=[O:27])[NH:28][CH:29]([CH2:30][c:31]2[cH:32][cH:33][cH:34][cH:35][cH:36]2)[CH:37]([C:38](=[O:39])[NH:40][O:41][CH2:42][CH3:43])[OH:44])[CH2:22][CH2:23][C:24]1=[O:25].[CH3:50][S:51]([CH3:52])=[O:53].[Cl:55][CH2:56][Cl:57].[I:1]([c:2]1[cH:3][cH:4][cH:5][cH:6][c:7]1[C:8]([OH:9])=[O:10])(=[O:11])=[O:12].[Na+:49].[O-:45][C:46]([OH:47])=[O:48].[OH2:54]>>[CH2:13]([c:14]1[cH:15][cH:16][cH:17][cH:18][cH:19]1)[N:20]1[CH:21]([C:26](=[O:27])[NH:28][CH:29]([CH2:30][c:31]2[cH:32][cH:33][cH:34][cH:35][cH:36]2)[C:37]([C:38](=[O:39])[NH:40][O:41][CH2:42][CH3:43])=[O:44])[CH2:22][CH2:23][C:24]1=[O:25].